From a dataset of the Open Reaction Database (ORD), a public repository of structured organic reaction records. describe an organic reaction: reactants, conditions, products, and yield Starting materials: [Na+], C1CCOC1, [OH-], CN1CCN(c2nc(-c3ccc(C(=O)NC4(C(=O)OCc5ccccc5)CCCCC4)cc3)cs2)CC1. Product: CN1CCN(c2nc(-c3ccc(C(=O)NC4(C(=O)O)CCCCC4)cc3)cs2)CC1. As a reaction SMILES: [Na+:2].[O:40]1[CH2:41][CH2:42][CH2:43][CH2:44]1.[OH-:1].[c:3]1([CH2:4][O:10][C:11](=[O:12])[C:13]2([NH:19][C:20](=[O:21])[c:22]3[cH:23][cH:24][c:25](-[c:28]4[n:29][c:30]([N:33]5[CH2:34][CH2:35][N:36]([CH3:39])[CH2:37][CH2:38]5)[s:31][cH:32]4)[cH:26][cH:27]3)[CH2:14][CH2:15][CH2:16][CH2:17][CH2:18]2)[cH:5][cH:6][cH:7][cH:8][cH:9]1>>[O:10]=[C:11]([OH:12])[C:13]1([NH:19][C:20](=[O:21])[c:22]2[cH:23][cH:24][c:25](-[c:28]3[n:29][c:30]([N:33]4[CH2:34][CH2:35][N:36]([CH3:39])[CH2:37][CH2:38]4)[s:31][cH:32]3)[cH:26][cH:27]2)[CH2:14][CH2:15][CH2:16][CH2:17][CH2:18]1. The reactants are O (water), C(C)(C)(C)OC(=O)N1CCC(CC1)C1=CC=C(C(=O)O)C=C1 (4-[1-(tert-butoxycarbonyl)-4-piperidyl]benzoic acid), ON1N=NC2=C1C=CC=C2 (1-hydroxybenzotriazole), Cl.C(C)N=C=NCCCN(C)C (1-ethyl-3-(3′-dimethylaminopropyl)carbodiimide hydrochloride). The solvent is ClCCl (dichloromethane). Run at time 3 hour. Yields the product NC(=O)C1=CC=C(C=C1)C1CCN(CC1)C(=O)OC(C)(C)C (tert-butyl 4-[4-(aminocarbonyl)phenyl]-1-piperidinecarboxylate). Yield: 92.1%. RXN SMILES: [C:1]([O:5][C:6]([N:8]1[CH2:13][CH2:12][CH:11]([C:14]2[CH:22]=[CH:21][C:17]([C:18](O)=[O:19])=[CH:16][CH:15]=2)[CH2:10][CH2:9]1)=[O:7])([CH3:4])([CH3:3])[CH3:2].O[N:24]1C2C=CC=CC=2N=N1.Cl.C(N=C=NCCCN(C)C)C.O>ClCCl>[NH2:24][C:18]([C:17]1[CH:21]=[CH:22][C:14]([CH:11]2[CH2:12][CH2:13][N:8]([C:6]([O:5][C:1]([CH3:4])([CH3:3])[CH3:2])=[O:7])[CH2:9][CH2:10]2)=[CH:15][CH:16]=1)=[O:19] |f:2.3|. Procedure details: To a solution of 4-[1-(tert-butoxycarbonyl)-4-piperidyl]benzoic acid (3.64 g) and 1-hydroxybenzotriazole (2.73 g) in dichloromethane (40 ml) was added 1-ethyl-3-(3′-dimethylaminopropyl)carbodiimide hydrochloride (WSCD-HCl) (4.56 g) and the mixture was stirred at ambient temperature for 3 hours. To the reaction mixture was added water (20 ml) and an organic layer was separated and washed with saturated aqueous sodium chloride, dried over magnesium sulfate and evaporated in vacuo. A solution of th... Reaction SMILES: [H-].[Na+].[CH3:3][C:4]1[CH:12]=[CH:11][CH:10]=[C:9]2[C:5]=1[CH:6]=[CH:7][NH:8]2.[CH3:13][CH:14]1[CH2:16][O:15]1.O>O1CCCC1.CCOCC>[CH3:3][C:4]1[CH:12]=[CH:11][CH:10]=[C:9]2[C:5]=1[CH:6]=[CH:7][N:8]2[CH2:13][CH:14]([OH:15])[CH3:16] |f:0.1|. Reaction conditions: time 1 hour. Isolated yield 62.7%. Reactants: CC1=C2C=CNC2=CC=C1 (4-methylindole), O (water), [H-].[Na+] (sodium hydride), CC1OC1 ((RS)-methyloxirane). The solvent is O1CCCC1 (tetrahydrofuran), CCOCC (ether). Yields the product CC1=C2C=CN(C2=CC=C1)CC(C)O ((RS)-1-(4-methyl-indol-1-yl)-propan-2-ol). Procedure: A suspension of 0.26 g of sodium hydride dispersion in 35 ml of tetrahydrofuran was treated with 0.95 g of 4-methylindole at 0° as and stirred at this temperature for 1 hour. After the addition of 1 ml of (RS)-methyloxirane the reaction mixture was stirred at room temperature for 48 hours and subsequently treated with water. The mixture was diluted with ether, washed with water and with saturated sodium chloride solution and the organic phase was dried over sodium sulfate. After removal of the s... Starting materials: Nc1nc(Cl)c2ccn(Cc3ccccc3)c2n1, Cc1cc(C)c(O)c(C)c1, Cn1ccccc1=O, [H-], [Na+], O. Yields the product Cc1cc(C)c(Oc2nc(N)nc3c2ccn3Cc2ccccc2)c(C)c1. Reaction SMILES: [CH2:13]([c:14]1[cH:15][cH:16][cH:17][cH:18][cH:19]1)[n:20]1[cH:21][cH:22][c:23]2[c:24]1[n:25][c:26]([NH2:30])[n:27][c:28]2[Cl:29].[CH3:1][c:2]1[c:3]([OH:10])[c:4]([CH3:9])[cH:5][c:6]([CH3:8])[cH:7]1.[CH3:32][n:33]1[cH:34][cH:35][cH:36][cH:37][c:38]1=[O:39].[H-:12].[Na+:11].[OH2:31]>>[CH3:1][c:2]1[c:3]([O:10][c:28]2[c:23]3[cH:22][cH:21][n:20]([CH2:13][c:14]4[cH:15][cH:16][cH:17][cH:18][cH:19]4)[c:24]3[n:25][c:26]([NH2:30])[n:27]2)[c:4]([CH3:9])[cH:5][c:6]([CH3:8])[cH:7]1. Starting materials: ClC1=C(C(=O)OC)C=CC(=C1C=NOCC)S(=O)(=O)C (methyl 2-chloro-3-ethoxyiminomethyl-4-methylsulfonylbenzoate), [I-].[Li+] (lithium iodide). Solvent: N1=CC=CC=C1 (pyridine). Run at time 2 hour. The product is ClC1=C(C(=O)O)C=CC(=C1C=NOCC)S(=O)(=O)C (2-chloro-3-ethoxyiminomethyl-4-methylsulfonylbenzoic acid). Isolated yield 88.3%. Reaction SMILES: [Cl:1][C:2]1[C:11]([CH:12]=[N:13][O:14][CH2:15][CH3:16])=[C:10]([S:17]([CH3:20])(=[O:19])=[O:18])[CH:9]=[CH:8][C:3]=1[C:4]([O:6]C)=[O:5].[I-].[Li+]>N1C=CC=CC=1>[Cl:1][C:2]1[C:11]([CH:12]=[N:13][O:14][CH2:15][CH3:16])=[C:10]([S:17]([CH3:20])(=[O:19])=[O:18])[CH:9]=[CH:8][C:3]=1[C:4]([OH:6])=[O:5] |f:1.2|. Procedure details: A solution of 4.37 g (0.0137 mol) of methyl 2-chloro-3-ethoxyiminomethyl-4-methylsulfonylbenzoate was slowly added dropwise to 7.29 g (0.055 mol) of lithium iodide in 50 ml of dry pyridine. After stirring for 2 hours at reflux, the reaction mixture was cooled and the solvent was removed under reduced pressure. The residue was taken up in water and adjusted to pH=1-2 with dilute hydrochloric acid. The aqueous phase was extracted with ethyl acetate and the combined organic phases were washed with ... The reactants are ClCCl, [I-], OCC#CCOC1CCCCO1, c1ccc(P(c2ccccc2)c2ccccc2)cc1, c1c[nH]cn1. Yields the product ICC#CCOC1CCCCO1. As a reaction SMILES: [Cl:38][CH2:39][Cl:40].[I-:25].[O:26]1[CH:27]([O:32][CH2:33][C:34]#[C:35][CH2:36][OH:37])[CH2:28][CH2:29][CH2:30][CH2:31]1.[c:1]1([P:2]([c:3]2[cH:4][cH:5][cH:6][cH:7][cH:8]2)[c:9]2[cH:10][cH:11][cH:12][cH:13][cH:14]2)[cH:15][cH:16][cH:17][cH:18][cH:19]1.[nH:20]1[cH:21][cH:22][n:23][cH:24]1>>[I:25][CH2:36][C:35]#[C:34][CH2:33][O:32][CH:27]1[O:26][CH2:31][CH2:30][CH2:29][CH2:28]1. Reactants: COC(=O)CC(NC(=O)c1ccccc1)c1ccc(N(C(C)=O)c2ccc(NC(=O)Nc3ccccc3C)c(OC)c2)cc1, CO, Cl, [Na+], [OH-]. Yields the product COc1cc(N(C(C)=O)c2ccc(C(CC(=O)O)NC(=O)c3ccccc3)cc2)ccc1NC(=O)Nc1ccccc1C. RXN SMILES: [CH3:1][O:2][C:3]([CH2:4][CH:5]([c:6]1[cH:7][cH:8][c:9]([N:12]([C:13]([CH3:14])=[O:15])[c:16]2[cH:17][c:18]([O:33][CH3:34])[c:19]([NH:22][C:23](=[O:24])[NH:25][c:26]3[c:27]([CH3:32])[cH:28][cH:29][cH:30][cH:31]3)[cH:20][cH:21]2)[cH:10][cH:11]1)[NH:35][C:36]([c:37]1[cH:38][cH:39][cH:40][cH:41][cH:42]1)=[O:43])=[O:44].[CH3:48][OH:49].[ClH:47].[Na+:46].[OH-:45]>>[O:2]=[C:3]([CH2:4][CH:5]([c:6]1[cH:7][cH:8][c:9]([N:12]([C:13]([CH3:14])=[O:15])[c:16]2[cH:17][c:18]([O:33][CH3:34])[c:19]([NH:22][C:23](=[O:24])[NH:25][c:26]3[c:27]([CH3:32])[cH:28][cH:29][cH:30][cH:31]3)[cH:20][cH:21]2)[cH:10][cH:11]1)[NH:35][C:36]([c:37]1[cH:38][cH:39][cH:40][cH:41][cH:42]1)=[O:43])[OH:44].